From a dataset of the Open Reaction Database (ORD), a public repository of structured organic reaction records. describe an organic reaction: reactants, conditions, products, and yield Reactants: NC1=C(N=CN1CCCC)C(=O)OCC (ethyl 5-amino-1-n-butyl-1H-imidazole-4-carboxylate), N(=O)OCCCC (butyl nitrite), C(Br)(Br)Br (bromoform). Product: BrC1=C(N=CN1CCCC)C(=O)OCC (Ethyl 5-bromo-1-n-butyl-1H-imidazole-4-carboxylate). The yield is 46.0%. Reaction SMILES: N[C:2]1[N:6]([CH2:7][CH2:8][CH2:9][CH3:10])[CH:5]=[N:4][C:3]=1[C:11]([O:13][CH2:14][CH3:15])=[O:12].N(OCCCC)=O.C(Br)(Br)[Br:24]>>[Br:24][C:2]1[N:6]([CH2:7][CH2:8][CH2:9][CH3:10])[CH:5]=[N:4][C:3]=1[C:11]([O:13][CH2:14][CH3:15])=[O:12]. Procedure details: To a solution of ethyl 5-amino-1-n-butyl-1H-imidazole-4-carboxylate (0.05 g, 0.24 mmol) in bromoform (5 mL) was added butyl nitrite (0.10 mL, 0.71 mmol). The reaction mixture was stirred at reflux for 5 h. After an aqueous work up, extracting with ethyl acetate, the combined organic extracts were washed with brine and dried (Na2SO4). After removing the solvent under reduced pressure, flash column chromatography (1:1 ether/hexane) of the residue gave the title compound as an oil (0.03 g, 46%). 1H...